From a dataset of the Open Reaction Database (ORD), a public repository of structured organic reaction records. describe an organic reaction: reactants, conditions, products, and yield Starting materials: C(C)(=O)OCCCCCCCCCCCCC1=C(C=C(C(=C1O)OC)OC)C (6-(12-acetoxydodecyl)-2,3-dimethoxy-5-methylphenol), bis(salicylidene)ethylenediiminocobalt(II), O=O (oxygen). Run in CN(C=O)C (dimethylforamide). Yields the product C(C)(=O)OCCCCCCCCCCCCC1=C(C(C(=C(C1=O)OC)OC)=O)C (6-(12-acetoxydodecyl)-2,3-dimethoxy-5-methyl-1,4-benzoquinone). As a reaction SMILES: [C:1]([O:4][CH2:5][CH2:6][CH2:7][CH2:8][CH2:9][CH2:10][CH2:11][CH2:12][CH2:13][CH2:14][CH2:15][CH2:16][C:17]1[C:22]([OH:23])=[C:21]([O:24][CH3:25])[C:20]([O:26][CH3:27])=[CH:19][C:18]=1[CH3:28])(=[O:3])[CH3:2].[O:29]=O>CN(C)C=O>[C:1]([O:4][CH2:5][CH2:6][CH2:7][CH2:8][CH2:9][CH2:10][CH2:11][CH2:12][CH2:13][CH2:14][CH2:15][CH2:16][C:17]1[C:22](=[O:23])[C:21]([O:24][CH3:25])=[C:20]([O:26][CH3:27])[C:19](=[O:29])[C:18]=1[CH3:28])(=[O:3])[CH3:2]. Reported procedure: To a solution (20 ml) of 6-(12-acetoxydodecyl)-2,3-dimethoxy-5-methylphenol (1.1 g) in dimethylforamide is added bis(salicylidene)ethylenediiminocobalt(II) (40 mg), and the mixture is stirred at room temperature in an oxygen gas stream at atmospheric pressure for 72 hours. The solvent is distilled off and the product is extracted with ether. The ether layer is washed with water and dried over anhydrous sodium sulfate, and solvent is distilled off to give crude crystals. Recrystallization from et... Reactants: Cl.Cl.COC=1C=C(C=CC1N1C=NC(=C1)C)/C=C/C(OCC)=N (ethyl (E)-3-[3-methoxy-4-(4-methyl-1H-imidazol-1-yl)phenyl]acrylimidate dihydrochloride), Cl.ClCCCC(C(=O)NN)C1OC(CCC1)(C)C (5-chloro-2-(6,6-dimethyltetrahydropyran-2-yl)-valeric acid hydrazide hydrochloride). Product: CC1(CCCC(O1)C1C=2N(CCC1)N=C(N2)\C=C\C2=CC(=C(C=C2)N2C=NC(=C2)C)OC)C ((−)-8-(6,6-dimethyltetrahydropyran-2-yl)-2-{(E)-2-[3-methoxy-4-(4-methyl-1H-imidazol-1-yl)phenyl]vinyl}-5,6,7,8-tetrahydro[1,2,4]triazolo[1,5-a]pyridine). As a reaction SMILES: Cl.Cl.[CH3:3][O:4][C:5]1[CH:6]=[C:7](/[CH:17]=[CH:18]/[C:19](=[NH:23])OCC)[CH:8]=[CH:9][C:10]=1[N:11]1[CH:15]=[C:14]([CH3:16])[N:13]=[CH:12]1.Cl.Cl[CH2:26][CH2:27][CH2:28][CH:29]([CH:34]1[CH2:39][CH2:38][CH2:37][C:36]([CH3:41])([CH3:40])[O:35]1)[C:30]([NH:32][NH2:33])=O>>[CH3:40][C:36]1([CH3:41])[O:35][CH:34]([CH:29]2[CH2:28][CH2:27][CH2:26][N:32]3[N:33]=[C:19](/[CH:18]=[CH:17]/[C:7]4[CH:8]=[CH:9][C:10]([N:11]5[CH:15]=[C:14]([CH3:16])[N:13]=[CH:12]5)=[C:5]([O:4][CH3:3])[CH:6]=4)[N:23]=[C:30]23)[CH2:39][CH2:38][CH2:37]1 |f:0.1.2,3.4|. Procedure details: 5.2 mg of a diastereomer mixture, 8-(6,6-dimethyltetrahydropyran-2-yl)-2-{(E)-2-[3-methoxy-4-(4-methyl-1H-imidazol-1-yl)phenyl]vinyl}-5,6,7,8-tetrahydro[1,2,4]triazolo[1,5-a]pyridine, was obtained according to the method in Example 113 from ethyl (E)-3-[3-methoxy-4-(4-methyl-1H-imidazol-1-yl)phenyl]acrylimidate dihydrochloride obtained in Example 1 (47 mg) and 5-chloro-2-(6,6-dimethyltetrahydropyran-2-yl)-valeric acid hydrazide hydrochloride (36 mg). The diastereomer mixture was separated by CHI...